From a dataset of the Open Reaction Database (ORD), a public repository of structured organic reaction records. describe an organic reaction: reactants, conditions, products, and yield The reactants are C(C1=CC=CC=C1)Br (Benzyl bromide), C(=O)([O-])[O-].[K+].[K+] (K2CO3), ClC1=C(C(=CC(=C1C)C)[N+](=O)[O-])O (2-Chloro-3,4-dimethyl-6-nitrophenol). Run in CN(C)C=O (DMF). Conditions: time 8 hour. Product: C(C1=CC=CC=C1)OC1=C(C(=C(C=C1[N+](=O)[O-])C)C)Cl (1-Benzyloxy-2-chloro-3,4-dimethyl-6-nitrobenzene). Yield: 90.7%. RXN SMILES: [Cl:1][C:2]1[C:7]([CH3:8])=[C:6]([CH3:9])[CH:5]=[C:4]([N+:10]([O-:12])=[O:11])[C:3]=1[OH:13].[CH2:14](Br)[C:15]1[CH:20]=[CH:19][CH:18]=[CH:17][CH:16]=1.C([O-])([O-])=O.[K+].[K+]>CN(C=O)C>[CH2:14]([O:13][C:3]1[C:4]([N+:10]([O-:12])=[O:11])=[CH:5][C:6]([CH3:9])=[C:7]([CH3:8])[C:2]=1[Cl:1])[C:15]1[CH:20]=[CH:19][CH:18]=[CH:17][CH:16]=1 |f:2.3.4|. Reported procedure: 2-Chloro-3,4-dimethyl-6-nitrophenol (6.44 g, 31.9 mmol) was dissolved in dry DMF (105 mL) and flushed with argon. Benzyl bromide (4.17 mL,35.1 mmol) and K2CO3 (13.24 g, 95.7 mmol) were added. The reaction mixture was stirred at room temperature for 8 h (protected from light) and filtered. Water (5 mL) was added and the solvent was co-evaporated with xylene (2×150 mL) and CH2Cl2 (100 mL). The residue was mixed with CHCl3 (100 mL), filtered and after evaporation of the solvent 10.8 g of crude prod... The reactants are NC1=CC=C(C=N1)C=CC(=O)O (3-(6aminopyridin-3-yl)acrylic acid), CNCC=1NC2=CC=CC=C2C1 (2-(methylaminomethyl)-1H-indole), C=1C=CC2=C(C1)N=NN2O.O (HOBt H2O), C(C)(C)N(CC)C(C)C (diisopropylethylamine). Solvent: CN(C)C=O (DMF), C(CCl)Cl (EDC). Conditions: time 8 hour. The product is NC1=CC=C(C=N1)/C=C/C(=O)N(C)CC=1NC2=CC=CC=C2C1 ((E)-3-(6-aminopyridin-3-yl)-N-(1H-indol-2-ylmethyl)-N-methylacrylamide). The yield is 68.5%. RXN SMILES: [NH2:1][C:2]1[N:7]=[CH:6][C:5]([CH:8]=[CH:9][C:10]([OH:12])=O)=[CH:4][CH:3]=1.[CH3:13][NH:14][CH2:15][C:16]1[NH:17][C:18]2[C:23]([CH:24]=1)=[CH:22][CH:21]=[CH:20][CH:19]=2.C1C=CC2N(O)N=NC=2C=1.O.C(N(C(C)C)CC)(C)C>CN(C=O)C.C(Cl)CCl>[NH2:1][C:2]1[N:7]=[CH:6][C:5](/[CH:8]=[CH:9]/[C:10]([N:14]([CH2:15][C:16]2[NH:17][C:18]3[C:23]([CH:24]=2)=[CH:22][CH:21]=[CH:20][CH:19]=3)[CH3:13])=[O:12])=[CH:4][CH:3]=1 |f:2.3|. Reported procedure: EDC (0.30 g, 1.5B mmole) was added to a solution of 3-(6aminopyridin-3-yl)acrylic acid (0.26 g. 1.58 mmole), 2-(methylaminomethyl)-1H-indole (0.23 g, 1.43 mmole), HOBt H2O (0.21 g, 1.58 mmole) and diisopropylethylamine (0.51 mL, 2.86 mmole) in DMF (20 mL) at RT. The reaction was stirred overnight, then was concentrated in vacuo. The residue was diluted with water and extracted with ethyl acetate. The combined organic extracts were washed with brine and dried over Na2SO4. Flash chromatography on ... Reactants: C(C)[C@@]1(C2(OCCO2)CCCC1)CCC(O)(C1=CC=CC=C1)C1=CC=CC=C1 ((S)-6-ethyl-α,α-diphenyl-1,4-dioxaspiro[4.5]decane-6-propanol), O (water). Solvent: C(C)(=O)O (acetic acid). Product: C1(=CC=CC=C1)C(=CC[C@]1(C(CCCC1)=O)CC)C1=CC=CC=C1 ((S)-2-(3,3-Diphenyl-2-propenyl)-2-ethylcyclohexanone). Reaction SMILES: [CH2:1]([C@@:3]1([CH2:13][CH2:14][C:15]([C:23]2[CH:28]=[CH:27][CH:26]=[CH:25][CH:24]=2)([C:17]2[CH:22]=[CH:21][CH:20]=[CH:19][CH:18]=2)O)[CH2:12][CH2:11][CH2:10][CH2:9][C:4]21OCC[O:5]2)[CH3:2].O>C(O)(=O)C>[C:17]1([C:15]([C:23]2[CH:28]=[CH:27][CH:26]=[CH:25][CH:24]=2)=[CH:14][CH2:13][C@:3]2([CH2:1][CH3:2])[CH2:12][CH2:11][CH2:10][CH2:9][C:4]2=[O:5])[CH:18]=[CH:19][CH:20]=[CH:21][CH:22]=1. Procedure details: A solution of (S)-6-ethyl-α,α-diphenyl-1,4-dioxaspiro[4.5]decane-6-propanol (175 g) in 1 L of acetic acid containing 50 mL of water was refluxed for 3.5 hours. Most of the acetic acid was removed on a rotary evaporator, and the oily residue was poured into 300 mL of water. It was extracted with ether (2×300 mL) and the extracts were combined. They were washed with 1M sodium hydroxide (2×150 mL, first wash neutral, second wash basic) and brine (300 mL). Concentration afforded 140 g of cloudy brow... The reactants are BrC1=CC2=CC=C(C=C2C=C1)OC (2-bromo-6-methoxynaphthalene), COC=1C=C(C=CC1)OB(O)O (3-methoxyphenylboric acid). Run at time 22 hour. Yields the product COC1=CC2=CC=C(C=C2C=C1)C1=CC(=CC=C1)OC (2-Methoxy-6-(3-methoxyphenyl)naphthalene). Isolated yield 81.0%. RXN SMILES: Br[C:2]1[CH:11]=[CH:10][C:9]2[C:4](=[CH:5][CH:6]=[C:7]([O:12][CH3:13])[CH:8]=2)[CH:3]=1.[CH3:14][O:15][C:16]1[CH:17]=[C:18](OB(O)O)[CH:19]=[CH:20][CH:21]=1>>[CH3:13][O:12][C:7]1[CH:6]=[CH:5][C:4]2[C:9](=[CH:10][CH:11]=[C:2]([C:20]3[CH:19]=[CH:18][CH:17]=[C:16]([O:15][CH3:14])[CH:21]=3)[CH:3]=2)[CH:8]=1. Reported procedure: The compound is prepared by the reaction of 2-bromo-6-methoxynaphthalene (500 mg, 2.11 mmol, 1 eq) with 3-methoxyphenylboric acid (321 mg, 2.11 mmol, 1 eq) according to method A within 22 h. Purification by column chromatography with a mixture of hexane/ethyl acetate 9/1 yields the desired product in a yield of 81% (451 mg). Yields the product CC(C)C(=O)Nc1cccc(C2CCN(CCCNC(=O)C3(c4ccc(F)cc4)CCCC3)CC2)c1. Reaction SMILES: [F:1][c:2]1[cH:3][cH:4][c:5]([C:8]2([C:13](=[O:14])[OH:15])[CH2:9][CH2:10][CH2:11][CH2:12]2)[cH:6][cH:7]1.[NH2:16][CH2:17][CH2:18][CH2:19][N:20]1[CH2:21][CH2:22][CH:23]([c:26]2[cH:27][c:28]([NH:32][C:33]([CH:34]([CH3:35])[CH3:36])=[O:37])[cH:29][cH:30][cH:31]2)[CH2:24][CH2:25]1.[O:38]=[CH:39][N:40]([CH3:41])[CH3:42]>>[F:1][c:2]1[cH:3][cH:4][c:5]([C:8]2([C:13](=[O:15])[NH:16][CH2:17][CH2:18][CH2:19][N:20]3[CH2:21][CH2:22][CH:23]([c:26]4[cH:27][c:28]([NH:32][C:33]([CH:34]([CH3:35])[CH3:36])=[O:37])[cH:29][cH:30][cH:31]4)[CH2:24][CH2:25]3)[CH2:9][CH2:10][CH2:11][CH2:12]2)[cH:6][cH:7]1. Starting materials: O=C(O)C1(c2ccc(F)cc2)CCCC1, CC(C)C(=O)Nc1cccc(C2CCN(CCCN)CC2)c1, CN(C)C=O. The reactants are [Si](C)(C)(C(C)(C)C)OC[C@H]([C@H](CC)C)NC(=O)C=1N=C(SC1)N1CC(C1)OS(=O)(=O)C (1-{4-[(1S,2S)-1-(t-butyldimethylsilyloxymethyl)-2-methylbutylcarbamoyl]-1,3-thiazol-2-yl}-3-methanesulfonyloxyazetidine), C(C)(=S)[O-].[K+] (potassium thioacetate). The solvent is CN(C=O)C (dimethylformamide). Run at temperature 80 celsius, time 8 hour. Product: C(C)(=O)SC1CN(C1)C=1SC=C(N1)C(N[C@@H]([C@H](CC)C)CO[Si](C)(C)C(C)(C)C)=O (3-acetylthio-1-{4-[(1S,2S)-1-(t-butyldimethylsilyloxymethyl)-2-methyl-butylcarbamoyl]-1,3-thiazol-2-yl}azetidine). The yield is 61.2%. As a reaction SMILES: [Si:1]([O:8][CH2:9][C@@H:10]([NH:15][C:16]([C:18]1[N:19]=[C:20]([N:23]2[CH2:26][CH:25](OS(C)(=O)=O)[CH2:24]2)[S:21][CH:22]=1)=[O:17])[C@@H:11]([CH3:14])[CH2:12][CH3:13])([C:4]([CH3:7])([CH3:6])[CH3:5])([CH3:3])[CH3:2].[C:32]([O-:35])(=[S:34])[CH3:33].[K+]>CN(C)C=O>[C:32]([S:34][CH:25]1[CH2:26][N:23]([C:20]2[S:21][CH:22]=[C:18]([C:16](=[O:17])[NH:15][C@H:10]([CH2:9][O:8][Si:1]([C:4]([CH3:6])([CH3:7])[CH3:5])([CH3:3])[CH3:2])[C@@H:11]([CH3:14])[CH2:12][CH3:13])[N:19]=2)[CH2:24]1)(=[O:35])[CH3:33] |f:1.2|. Procedure: To a solution of 1-{4-[(1S,2S)-1-(t-butyldimethylsilyloxymethyl)-2-methylbutylcarbamoyl]-1,3-thiazol-2-yl}-3-methanesulfonyloxyazetidine (1.55 g, 3.15 mmol) (obtained as described in Reference Example 38(5)) in dimethylformamide (78 ml) was added potassium thioacetate (2.16 g, 18.9 mmol) at room temperature. The mixture was stirred in an oil bath (80° C.) overnight. After checking the completion of the reaction, the reaction mixture was partitioned between ethyl acetate and 10% aqueous sodium ch... Conditions: time 3 hour. Yields the product FC(C1=C(CN2C[C@@H]3[C@H](C2)CC(C3)CO)C=CC(=C1)C(F)(F)F)(F)F ({(3aR,6aS)-2-[2,4-bis(trifluoromethyl)benzyl]octahydrocyclopenta[c]pyrrol-5-yl}methanol). Run in CN(C)C=O (DMF). Isolated yield 85.7%. Reported procedure: To a solution of (3aR,6aS)-octahydrocyclopenta[c]pyrrol-5-ylmethanol hydrochloride (0.79 g) and potassium carbonate (1.53 g) in DMF (15 ml) was added 1-(bromomethyl)-2,4-bis(trifluoromethyl)benzene (1.5 g). The reaction mixture was stirred at room temperature for 3 hr, water was added, and the mixture was extracted with ethyl acetate. The extract was washed with water and saturated brine, and dried over anhydrous magnesium sulfate, and the solvent was evaporated under reduced pressure. The resid... Reactants: O (water), Cl.C1NC[C@H]2[C@@H]1CC(C2)CO ((3aR,6aS)-octahydrocyclopenta[c]pyrrol-5-ylmethanol hydrochloride), C([O-])([O-])=O.[K+].[K+] (potassium carbonate), BrCC1=C(C=C(C=C1)C(F)(F)F)C(F)(F)F (1-(bromomethyl)-2,4-bis(trifluoromethyl)benzene). RXN SMILES: Cl.[CH2:2]1[C@H:6]2[CH2:7][CH:8]([CH2:10][OH:11])[CH2:9][C@H:5]2[CH2:4][NH:3]1.C(=O)([O-])[O-].[K+].[K+].Br[CH2:19][C:20]1[CH:25]=[CH:24][C:23]([C:26]([F:29])([F:28])[F:27])=[CH:22][C:21]=1[C:30]([F:33])([F:32])[F:31].O>CN(C=O)C>[F:31][C:30]([F:32])([F:33])[C:21]1[CH:22]=[C:23]([C:26]([F:29])([F:27])[F:28])[CH:24]=[CH:25][C:20]=1[CH2:19][N:3]1[CH2:4][C@@H:5]2[CH2:9][CH:8]([CH2:10][OH:11])[CH2:7][C@@H:6]2[CH2:2]1 |f:0.1,2.3.4|.